From a dataset of the Open Reaction Database (ORD), a public repository of structured organic reaction records. describe an organic reaction: reactants, conditions, products, and yield Reactants: FC=1C=CC2=C(N(C=N2)C2=NC=C(C(=N2)N[C@@H]2CCOC3=C(C=CC=C23)F)[N+](=O)[O-])C1 (2-(6-fluoro-1H-benzo[d]imidazol-1-yl)-N—((R)-8-fluorochroman-4-yl)-5-nitropyrimidin-4-amine), sulfide, sulfide. Reagents/catalysts: [Pt] (Platinum). The solvent is CCOC(=O)C (EtOAc). Run at time 18 hour. Product: FC=1C=CC2=C(N(C=N2)C2=NC=C(C(=N2)N[C@@H]2CCOC3=C(C=CC=C23)F)N)C1 (2-(6-fluoro-1H-benzo[d]imidazol-1-yl)N4—((R)-8-fluorochroman-4-yl)pyrimidine-4,5-diamine). Reaction SMILES: [F:1][C:2]1[CH:3]=[CH:4][C:5]2[N:9]=[CH:8][N:7]([C:10]3[N:15]=[C:14]([NH:16][C@H:17]4[C:26]5[C:21](=[C:22]([F:27])[CH:23]=[CH:24][CH:25]=5)[O:20][CH2:19][CH2:18]4)[C:13]([N+:28]([O-])=O)=[CH:12][N:11]=3)[C:6]=2[CH:31]=1>CCOC(C)=O.[Pt]>[F:1][C:2]1[CH:3]=[CH:4][C:5]2[N:9]=[CH:8][N:7]([C:10]3[N:15]=[C:14]([NH:16][C@H:17]4[C:26]5[C:21](=[C:22]([F:27])[CH:23]=[CH:24][CH:25]=5)[O:20][CH2:19][CH2:18]4)[C:13]([NH2:28])=[CH:12][N:11]=3)[C:6]=2[CH:31]=1. Procedure details: To a solution of the 2-(6-fluoro-1H-benzo[d]imidazol-1-yl)-N—((R)-8-fluorochroman-4-yl)-5-nitropyrimidin-4-amine in EtOAc (20 mL) was added 5 mol % of Platinum, 5% on activated carbon power, sulfide, 0.5% S (as sulfide) (45.6 mg). The mixture was sparged with argon, transferred to the Parr hydrogenation apparatus, then subjected to a purge/fill sequence with hydrogen (repeated 5×). The mixture was hydrogenated for 18 hr at 40 psi. Filtration through a pad of Celite and concentration of the filtr... The reactants are CI, CN(C)C=O, O=S1(=O)NC(N2CCNCC2)=Nc2ccc(Cl)cc21, [Na+], [Na+], O=C([O-])[O-]. Product: CN1CCN(C2=Nc3ccc(Cl)cc3S(=O)(=O)N2)CC1. As a reaction SMILES: [CH3:20][I:21].[CH3:28][N:29]([CH3:30])[CH:31]=[O:32].[Cl:1][c:2]1[cH:3][c:4]2[c:5]([cH:18][cH:19]1)[N:6]=[C:7]([N:12]1[CH2:13][CH2:14][NH:15][CH2:16][CH2:17]1)[NH:8][S:9]2(=[O:10])=[O:11].[Na+:22].[Na+:23].[O-:24][C:25](=[O:26])[O-:27]>>[Cl:1][c:2]1[cH:3][c:4]2[c:5]([cH:18][cH:19]1)[N:6]=[C:7]([N:12]1[CH2:13][CH2:14][N:15]([CH3:25])[CH2:16][CH2:17]1)[NH:8][S:9]2(=[O:10])=[O:11].